From a dataset of the Open Reaction Database (ORD), a public repository of structured organic reaction records. describe an organic reaction: reactants, conditions, products, and yield The reactants are O=C1N2[C@H](C=3N(C4=C1C=CC=C4)C=NC3C(=O)N)CC2 ((S)-9-oxo-12,12a-dihydro-9H,11H-azeto[2,1-c]imidazo[1,5-a][1,4]benzodiazepine-1-carboxamide), ice water, N1=CC=CC=C1 (pyridine), FC(C(=O)OC(C(F)(F)F)=O)(F)F (trifluoroacetic anhydride). The solvent is O1CCOCC1 (dioxan). Run at time 2 hour. The product is O=C1N2[C@H](C=3N(C4=C1C=CC=C4)C=NC3C#N)CC2 ((S)-9-oxo-12,12a-dihydro-9H,11H-azeto[2,1-c]imidazo[1,5-a][1,4]benzodiazepine-1-carbonitrile). Isolated yield 82.7%. As a reaction SMILES: [O:1]=[C:2]1[C:8]2[CH:9]=[CH:10][CH:11]=[CH:12][C:7]=2[N:6]2[CH:13]=[N:14][C:15]([C:16]([NH2:18])=O)=[C:5]2[C@@H:4]2[CH2:19][CH2:20][N:3]12.N1C=CC=CC=1.FC(F)(F)C(OC(=O)C(F)(F)F)=O>O1CCOCC1>[O:1]=[C:2]1[C:8]2[CH:9]=[CH:10][CH:11]=[CH:12][C:7]=2[N:6]2[CH:13]=[N:14][C:15]([C:16]#[N:18])=[C:5]2[C@@H:4]2[CH2:19][CH2:20][N:3]12. Reported procedure: 78 g (290 mmol) of (S)-9-oxo-12,12a-dihydro-9H,11H-azeto[2,1-c]imidazo[1,5-a][1,4]benzodiazepine-1-carboxamide were suspended in 380 ml of dioxan and 68 ml of pyridine and treated dropwise at 0° with 59 ml (424 mmol) of trifluoroacetic anhydride. After stirring at 50° for two hours the reaction mixture was poured into 2 l of ice-water and the crystals were filtered off under suction, rinsed with water and dried. There were obtained 60 g (82%) of (S)-9-oxo-12,12a-dihydro-9H,11H-azeto[2,1-c]imidaz... Starting materials: C(C)(C)NC(C)C (diisopropylamine), [Li]CCCC.CCCCCC (n-BuLi hexane), C(C(C)C)(=O)OC (methyl isobutyrate), N1=C(C=CC=C1)C=O (picolinaldehyde). Run in C1CCOC1 (THF), C1CCOC1 (THF), C1CCOC1 (THF). Reaction conditions: time 5 minute. The product is OC(C(C(=O)OC)(C)C)C1=NC=CC=C1 (methyl 3-hydroxy-2,2-dimethyl-3-(pyridin-2-yl)propanoate). Isolated yield 48.8%. As a reaction SMILES: C(NC(C)C)(C)C.[Li]CCCC.CCCCCC.[C:19]([O:24][CH3:25])(=[O:23])[CH:20]([CH3:22])[CH3:21].[N:26]1[CH:31]=[CH:30][CH:29]=[CH:28][C:27]=1[CH:32]=[O:33]>C1COCC1>[OH:33][CH:32]([C:27]1[CH:28]=[CH:29][CH:30]=[CH:31][N:26]=1)[C:20]([CH3:22])([CH3:21])[C:19]([O:24][CH3:25])=[O:23] |f:1.2|. Procedure: To a solution of diisopropylamine (1.675 mL, 11.75 mmol) in THF (10 mL) was added n-BuLi/hexane (4.70 mL, 11.75 mmol) dropwise at −78° C. The reaction mixture was stirred in the bath for 5 min and then stirred in ice bath for 30 min. The reaction mixture was added dropwise a solution of methyl isobutyrate (1 g, 9.79 mmol) in THF (5 mL) at −78° C. The reaction mixture was stirred at −78° C. for 2 hr. The solution of picolinaldehyde (1.258 g, 11.75 mmol) in THF (2 mL) was added dropwise at −78° C.... Starting materials: CCN(C(C)C)C(C)C, [Cl-], [Cl-], O=C(Cl)C(=O)Cl, ClCCl, Cc1ccc(NC(=O)OC(C)(C)C)cc1N, [NH4+], CN(C)C=O, O=C(O)c1cnc2ccccn12. The product is Cc1ccc(NC(=O)OC(C)(C)C)cc1NC(=O)c1cnc2ccccn12. Reaction SMILES: [CH:41]([N:42]([CH2:43][CH3:44])[CH:45]([CH3:46])[CH3:47])([CH3:48])[CH3:49].[Cl-:35].[Cl-:36].[Cl:1][C:2]([C:3]([Cl:4])=[O:5])=[O:6].[Cl:38][CH2:39][Cl:40].[NH2:19][c:20]1[cH:21][c:22]([NH:27][C:28]([O:29][C:30]([CH3:31])([CH3:32])[CH3:33])=[O:34])[cH:23][cH:24][c:25]1[CH3:26].[NH4+:37].[O:50]=[CH:51][N:52]([CH3:53])[CH3:54].[n:7]1[cH:8][c:9]([C:16](=[O:17])[OH:18])[n:10]2[c:11]1[cH:12][cH:13][cH:14][cH:15]2>>[n:7]1[cH:8][c:9]([C:16](=[O:18])[NH:19][c:20]2[cH:21][c:22]([NH:27][C:28]([O:29][C:30]([CH3:31])([CH3:32])[CH3:33])=[O:34])[cH:23][cH:24][c:25]2[CH3:26])[n:10]2[c:11]1[cH:12][cH:13][cH:14][cH:15]2. Starting materials: ClCCCCN1N=NC2=C1C=CC=C2 (1-(4-chlorobutyl)-1H-benzotriazole), C1(CCCCC1)C1CCNCC1 (4-(1-cyclohexyl)piperidine), C(C)(C)N(CC)C(C)C (diisopropylethylamine), [I-].[K+] (potassium iodide). Solvent: C(C)#N (acetonitrile). Product: N1(N=NC2=C1C=CC=C2)CCCCN2CCC(CC2)C2CCCCC2 (N-(4-(1H-benzotriazole-1-yl)butyl)-4-(4-cyclohexyl)piperidine). Yield: 63.6%. As a reaction SMILES: Cl[CH2:2][CH2:3][CH2:4][CH2:5][N:6]1[C:10]2[CH:11]=[CH:12][CH:13]=[CH:14][C:9]=2[N:8]=[N:7]1.[CH:15]1([CH:21]2[CH2:26][CH2:25][NH:24][CH2:23][CH2:22]2)[CH2:20][CH2:19][CH2:18][CH2:17][CH2:16]1.C(N(C(C)C)CC)(C)C.[I-].[K+]>C(#N)C>[N:6]1([CH2:5][CH2:4][CH2:3][CH2:2][N:24]2[CH2:25][CH2:26][CH:21]([CH:15]3[CH2:20][CH2:19][CH2:18][CH2:17][CH2:16]3)[CH2:22][CH2:23]2)[C:10]2[CH:11]=[CH:12][CH:13]=[CH:14][C:9]=2[N:8]=[N:7]1 |f:3.4|. Reported procedure: 1-(4-chlorobutyl)-1H-benzotriazole (7.55 g, 0.036 mol) was dissolved into 100 ml of acetonitrile, 4-(1-cyclohexyl)piperidine (5.1 g, 0.03 mol), diisopropylethylamine (15.5 g, 0.12 mol) and potassium iodide (5.0 g, 0.03 mol) were respectively added. The mixture was stirred and mixed, then heated and refluxed to react for 20 hours. The mixture was cooled down to ambient temperature and filtered. The filtrate was concentrated to produce oily products, and treated by chromatography with neutral Al2O...